This data is from the Open Reaction Database (ORD), a public repository of structured organic reaction records. The task is: describe an organic reaction: reactants, conditions, products, and yield Reactants: O=C([O-])[O-], Cc1ccc(S(=O)(=O)OCCCN2CCN(C)CC2)cc1, COc1cc2c(Oc3ccc(Cl)cc3F)ncnc2cc1O, [K+], [K+], CN(C)C=O, O, O=C(O)C(F)(F)F. Product: COc1cc2c(Oc3ccc(Cl)cc3F)ncnc2cc1OCCCN1CCN(C)CC1. As a reaction SMILES: [C:30](=[O:31])([O-:32])[O-:33].[CH3:36][N:37]1[CH2:38][CH2:39][N:40]([CH2:43][CH2:44][CH2:45][O:46][S:47]([c:48]2[cH:49][cH:50][c:51]([CH3:52])[cH:53][cH:54]2)(=[O:55])=[O:56])[CH2:41][CH2:42]1.[Cl:8][c:9]1[cH:10][c:11]([F:29])[c:12]([O:13][c:14]2[n:15][cH:16][n:17][c:18]3[cH:19][c:20]([OH:26])[c:21]([O:24][CH3:25])[cH:22][c:23]23)[cH:27][cH:28]1.[K+:34].[K+:35].[O:57]=[CH:58][N:59]([CH3:60])[CH3:61].[OH2:62].[OH:1][C:2]([C:3]([F:4])([F:5])[F:6])=[O:7]>>[Cl:8][c:9]1[cH:10][c:11]([F:29])[c:12]([O:13][c:14]2[n:15][cH:16][n:17][c:18]3[cH:19][c:20]([O:26][CH2:45][CH2:44][CH2:43][N:40]4[CH2:39][CH2:38][N:37]([CH3:36])[CH2:42][CH2:41]4)[c:21]([O:24][CH3:25])[cH:22][c:23]23)[cH:27][cH:28]1. The solvent is CO (MeOH). The yield is 60.4%. Reported procedure: To a stirred solution of (R)-tert-butyl 2-(6-fluoro-3-oxo-1-tosylpyrrolo[4,3,2-de][2,6]naphthyridin-4(1H,3H,5H)-yl)-3-methylbutanoate (933 mg, 1.860 mmol) in MeOH (4 mL) was added aqueous NaOH (1N, 2 mL). The reaction mixture was stirred at 25° C. for 40 min. The reaction was partitioned between DCM and brine. The organics were dried over MgSO4 and concentrated. Purification by silica column chromatography (MeOH/DCM, 0-5%) afforded the title compound as a yellow oil (0.39 g, 60.4%). [M+H] calc'd... Product: FC1=CN=C2C=3C(C(N(CC13)[C@@H](C(=O)OC(C)(C)C)C(C)C)=O)=CN2 ((R)-tert-butyl 2-(6-fluoro-3-oxopyrrolo[4,3,2-de][2,6]naphthyridin-4(1H,3H,5H)-yl)-3-methylbutanoate). Reactants: FC1=CN=C2C=3C(C(N(CC13)[C@@H](C(=O)OC(C)(C)C)C(C)C)=O)=CN2S(=O)(=O)C2=CC=C(C)C=C2 ((R)-tert-butyl 2-(6-fluoro-3-oxo-1-tosylpyrrolo[4,3,2-de][2,6]naphthyridin-4(1H,3H,5H)-yl)-3-methylbutanoate), [OH-].[Na+] (NaOH). Reaction SMILES: [F:1][C:2]1[C:11]2[CH2:10][N:9]([C@H:12]([CH:20]([CH3:22])[CH3:21])[C:13]([O:15][C:16]([CH3:19])([CH3:18])[CH3:17])=[O:14])[C:8](=[O:23])[C:7]3=[CH:24][N:25](S(C4C=CC(C)=CC=4)(=O)=O)[C:5]([C:6]=23)=[N:4][CH:3]=1.[OH-].[Na+]>CO>[F:1][C:2]1[C:11]2[CH2:10][N:9]([C@H:12]([CH:20]([CH3:21])[CH3:22])[C:13]([O:15][C:16]([CH3:19])([CH3:18])[CH3:17])=[O:14])[C:8](=[O:23])[C:7]3=[CH:24][NH:25][C:5]([C:6]=23)=[N:4][CH:3]=1 |f:1.2|. Reaction conditions: temperature 25 celsius, time 40 minute. Reactants: C(C)OC(C=C(OCC)N)=O (β-amino-β-ethoxyacrylic acid ethyl ester), CC1=CC=C(CNN)C=C1 (4-methylbenzylhydrazine), N1=CC=CC=C1 (pyridine), N1=CC=CC=C1 (pyridine), Na, alcohol. The solvent is O (water), C(C)O (ethanol). Reaction conditions: time 8 hour. The product is NC=1NN(C(C1)=O)CC1=CC=C(C=C1)C (3-Amino-1-(4-methylbenzyl)-pyrazol-5-one). Reaction SMILES: C([O:3][C:4](=O)[CH:5]=[C:6]([NH2:10])OCC)C.[CH3:12][C:13]1[CH:21]=[CH:20][C:16]([CH2:17][NH:18][NH2:19])=[CH:15][CH:14]=1.N1C=CC=CC=1>C(O)C.O>[NH2:10][C:6]1[NH:19][N:18]([CH2:17][C:16]2[CH:20]=[CH:21][C:13]([CH3:12])=[CH:14][CH:15]=2)[C:4](=[O:3])[CH:5]=1. Procedure details: 17.5 g of β-amino-β-ethoxyacrylic acid ethyl ester and 13.6 g of 4-methylbenzylhydrazine are introduced into 75 ml of pyridine. The mixture is stirred for 8 hours at room temperature and the pyridine is driven off under reduced pressure. The reisidue is treated with a solution of 4.6 g of Na in 100 ml of ethanol and the mixture is warmed to 60° for 1 hour. The alcohol is driven off and the residue is taken up in 100 ml of water. The aqueous phase is extracted with ether, clarified with charcoal ... Reactants: C(C)(C)(C)OC(=O)N1CCC(=CC1)C1=NC2=CC=CC=C2C=C1 (4-quinolin-2-yl-3,6-dihydro-2H-pyridine-1-carboxylic acid tert-butyl ester), FC(C(=O)O)(F)F (trifluoroacetic acid). Solvent: C(Cl)Cl (methylene chloride). Run at time 45 minute. Product: N1CCC(=CC1)C1=NC2=CC=CC=C2C=C1 (2-(1,2,3,6-tetrahydro-pyridin-4-yl)-quinoline). Yield: 95.1%. Reaction SMILES: C(OC([N:8]1[CH2:13][CH:12]=[C:11]([C:14]2[CH:23]=[CH:22][C:21]3[C:16](=[CH:17][CH:18]=[CH:19][CH:20]=3)[N:15]=2)[CH2:10][CH2:9]1)=O)(C)(C)C.FC(F)(F)C(O)=O>C(Cl)Cl>[NH:8]1[CH2:9][CH:10]=[C:11]([C:14]2[CH:23]=[CH:22][C:21]3[C:16](=[CH:17][CH:18]=[CH:19][CH:20]=3)[N:15]=2)[CH2:12][CH2:13]1. Procedure details: A solution of 4-quinolin-2-yl-3,6-dihydro-2H-pyridine-1-carboxylic acid tert-butyl ester (0.072 g, 0.23 mmol) in methylene chloride (5 mL) was added dropwise to a solution of trifluoroacetic acid at 0° C. under N2. After stirring for 45 minutes. at 0° C., the reaction was concentrated to a yellow oil which was slurried in 5% sodium carbonate (5 mL) and stirred for 30 minutes. at ambient temperature. The mixture was concentrated to a yellow solid; the solid was triturated with chloroform (20 mL) ...